From a dataset of the Open Reaction Database (ORD), a public repository of structured organic reaction records. describe an organic reaction: reactants, conditions, products, and yield Yields the product C(C)(C)(C)OC(=O)C1=C(C=CC=C1)C1=CC=C(C=C1)CN1C=CC2=CC(=CC=C12)C(=O)O (1-((2′-(tert-Butoxycarbonyl)-[1,1′-biphenyl]-4-yl)methyl)-1H-indole-5-carboxylic acid). Starting materials: N1C=CC2=CC(=CC=C12)C(=O)O (1H-indole-5-carboxylic acid), BrCC1=CC=C(C=C1)C=1C(=CC=CC1)C(=O)OC(C)(C)C (tert-butyl 4′-(bromomethyl)biphenyl-2-carboxylate). Procedure: The title compound was prepared following the same protocol as described in Step 2, Example 38, using 1H-indole-5-carboxylic acid instead of the methyl 1H-indole-5-carboxylate, and the tert-butyl 4′-(bromomethyl)biphenyl-2-carboxylate instead of the 1-bromo-4-(bromomethyl)benzene. ESI-MS (m/z): 428 [M+H]+. As a reaction SMILES: [NH:1]1[C:9]2[C:4](=[CH:5][C:6]([C:10]([OH:12])=[O:11])=[CH:7][CH:8]=2)[CH:3]=[CH:2]1.Br[CH2:14][C:15]1[CH:20]=[CH:19][C:18]([C:21]2[C:22]([C:27]([O:29][C:30]([CH3:33])([CH3:32])[CH3:31])=[O:28])=[CH:23][CH:24]=[CH:25][CH:26]=2)=[CH:17][CH:16]=1>>[C:30]([O:29][C:27]([C:22]1[CH:23]=[CH:24][CH:25]=[CH:26][C:21]=1[C:18]1[CH:19]=[CH:20][C:15]([CH2:14][N:1]2[C:9]3[C:4](=[CH:5][C:6]([C:10]([OH:12])=[O:11])=[CH:7][CH:8]=3)[CH:3]=[CH:2]2)=[CH:16][CH:17]=1)=[O:28])([CH3:33])([CH3:32])[CH3:31].